From a dataset of the Open Reaction Database (ORD), a public repository of structured organic reaction records. describe an organic reaction: reactants, conditions, products, and yield The reactants are ClC(=O)OC1=C(C=CC=C1)OC (2-methoxyphenyl chloroformate), C(CCCO)O (1,4-butanediol). Product: COC1=C(OC(=O)OCCCCO)C=CC=C1 (1-(2-Methoxyphenoxycarbonyloxy)-4-butanol). Reaction SMILES: Cl[C:2]([O:4][C:5]1[CH:10]=[CH:9][CH:8]=[CH:7][C:6]=1[O:11][CH3:12])=[O:3].[CH2:13]([OH:18])[CH2:14][CH2:15][CH2:16][OH:17]>>[CH3:12][O:11][C:6]1[CH:7]=[CH:8][CH:9]=[CH:10][C:5]=1[O:4][C:2]([O:17][CH2:16][CH2:15][CH2:14][CH2:13][OH:18])=[O:3]. Procedure details: The reaction of 2-methoxyphenyl chloroformate with 1,4-butanediol is conducted on a 0.01 scale employing the same conditions as described in Example IV. A 1.5 g yield of the pure product is obtained as an oil. Conditions: time 18 hour. As a reaction SMILES: [C:1]([C:6]1[N:7]([C:15]2[CH:16]=[N:17][CH:18]=[CH:19][CH:20]=2)[C:8]2[C:13]([CH:14]=1)=[CH:12][CH:11]=[CH:10][CH:9]=2)(OCC)=[O:2].[H-].[Al+3].[Li+].[H-].[H-].[H-].O.[OH-].[Na+]>CCOCC>[OH:2][CH2:1][C:6]1[N:7]([C:15]2[CH:16]=[N:17][CH:18]=[CH:19][CH:20]=2)[C:8]2[C:13]([CH:14]=1)=[CH:12][CH:11]=[CH:10][CH:9]=2 |f:1.2.3.4.5.6,8.9|. Yields the product OCC=1N(C2=CC=CC=C2C1)C=1C=NC=CC1 (2-hydroxymethyl-N-(3-pyridyl)indole). Procedure details: A solution of 5.0 g of 2-carboethoxy-N-(3-pyridyl)indole in 75 ml of dry ether is cooled to 5° and 0.7 g of lithium aluminum hydride is added in portions. Cooling is suspended and the reaction mixture is stirred at room temperature under nitrogen for 18 hours and re-cooled to 5°. Sequential addition of 0.7 ml of water, 0.7 ml of 15% sodium hydroxide and 2.1 ml of water produces a fine precipitate which is removed by filtration through celite. The filtrate is dried over sodium sulfate and evapora... Starting materials: C(=O)(OCC)C=1N(C2=CC=CC=C2C1)C=1C=NC=CC1 (2-carboethoxy-N-(3-pyridyl)indole), [H-].[Al+3].[Li+].[H-].[H-].[H-] (lithium aluminum hydride), O (water), [OH-].[Na+] (sodium hydroxide), O (water). Run in CCOCC (ether). Reactants: OC(CCCN(C)CCC1=NC(=CC=C1)C)C1=CC=C(C=C1)NS(=O)(=O)C (N-[4-[1-hydroxy-4-[N-methyl-2-(6-methyl-2-pyridyl)ethylamino]butyl]phenyl]methanesulfonamide), OC(CCCN(CC)CCC1=NC(=CC=C1)C)C1=CC=C(C=C1)NS(=O)(=O)C (N-[4-[1-hydroxy-4-[N-ethyl-2-(6-methyl-2-pyridyl)ethylamino]butyl]phenyl]methanesulfonamide). Yields the product C(C)N(CCCC(=O)C1=CC=C(C=C1)NS(=O)(=O)C)CCC1=NC(=CC=C1)C (N-[4-[4-[N-ethyl-2-(6-methyl-2-pyridyl)ethylamino]butyryl]phenyl]methanesulfonamide). Reaction SMILES: OC(C1C=CC(NS(C)(=O)=O)=CC=1)CCCN(CCC1C=CC=C(C)N=1)C.[OH:28][CH:29]([C:45]1[CH:50]=[CH:49][C:48]([NH:51][S:52]([CH3:55])(=[O:54])=[O:53])=[CH:47][CH:46]=1)[CH2:30][CH2:31][CH2:32][N:33]([CH2:36][CH2:37][C:38]1[CH:43]=[CH:42][CH:41]=[C:40]([CH3:44])[N:39]=1)[CH2:34][CH3:35]>>[CH2:34]([N:33]([CH2:36][CH2:37][C:38]1[CH:43]=[CH:42][CH:41]=[C:40]([CH3:44])[N:39]=1)[CH2:32][CH2:31][CH2:30][C:29]([C:45]1[CH:46]=[CH:47][C:48]([NH:51][S:52]([CH3:55])(=[O:53])=[O:54])=[CH:49][CH:50]=1)=[O:28])[CH3:35]. Procedure details: The same procedure as that of Example 4-(2) was repeated except that N-[4-[1-hydroxy-4-[N-methyl-2-(6-methyl-2-pyridyl)ethylamino]butyl]phenyl]methanesulfonamide was replaced with N-[4-[1-hydroxy-4-[N-ethyl-2-(6-methyl-2-pyridyl)ethylamino]butyl]phenyl]methanesulfonamide obtained in the above step (1). The reactants are FC=1C=C(C(=O)NCC2=C(C=CC=C2)SC(C2=CC=CC=C2)(C2=CC=CC=C2)C2=CC=CC=C2)C=C(C1)N1CCOCC1 (3-Fluoro-5-(morpholin-4-yl)-N-[2-(tritylsulfanyl)benzyl]benzamide). Run in C(C)[SiH](CC)CC.C(=O)(C(F)(F)F)O.C(Cl)Cl (triethylsilane TFA DCM). Conditions: time 20 minute. Yields the product FC=1C=C(C(=O)NCC2=C(C=CC=C2)S)C=C(C1)N1CCOCC1 (3-Fluoro-5-(morpholin-4-yl)-N-(2-sulfanylbenzyl)benzamide). The yield is 71.8%. Reaction SMILES: [F:1][C:2]1[CH:3]=[C:4]([CH:35]=[C:36]([N:38]2[CH2:43][CH2:42][O:41][CH2:40][CH2:39]2)[CH:37]=1)[C:5]([NH:7][CH2:8][C:9]1[CH:14]=[CH:13][CH:12]=[CH:11][C:10]=1[S:15]C(C1C=CC=CC=1)(C1C=CC=CC=1)C1C=CC=CC=1)=[O:6]>C([SiH](CC)CC)C.C(O)(C(F)(F)F)=O.C(Cl)Cl>[F:1][C:2]1[CH:3]=[C:4]([CH:35]=[C:36]([N:38]2[CH2:39][CH2:40][O:41][CH2:42][CH2:43]2)[CH:37]=1)[C:5]([NH:7][CH2:8][C:9]1[CH:14]=[CH:13][CH:12]=[CH:11][C:10]=1[SH:15])=[O:6] |f:1.2.3|. Reported procedure: 3-Fluoro-5-(morpholin-4-yl)-N-[2-(tritylsulfanyl)benzyl]benzamide (517 mg, 0.88 mmol) was treated with a solution of triethylsilane/TFA/DCM (10 mL, 1/9/10). The reaction mixture was stirred at RT for 20 min and concentrated under reduced pressure. Purification of the residue by flash column chromatography (DCM:MeOH 98:2) afforded the title compound (219 mg, 72%) as a yellow oil. 1H NMR (300 MHz, CDCl3): δ 7.36-7.31 (2H, m), 7.21-7.15 (3H, m), 6.85 (1H, ddd, J 8.5, 2.2, 1.4), 6.69 (1H, dt, J 11.6... The reactants are FC1=CC(=NC=N1)OC1=CC=C(C=C1)N (4-(6-fluoro-pyrimidin-4-yloxy)-phenylamine), C(C)C1=CC=C(C=C1)N=C=O (4-ethyl-phenyl-isocyanate). Conditions: time 4 hour. Product: C(C)C1=CC=C(C=C1)NC(=O)NC1=CC=C(C=C1)OC1=NC=NC(=C1)F (1-(4-Ethyl-phenyl)-3-[4-(6-Fluoro-pyrimidin-4-yloxy)-phenyl]-urea). RXN SMILES: [F:1][C:2]1[N:7]=[CH:6][N:5]=[C:4]([O:8][C:9]2[CH:14]=[CH:13][C:12]([NH2:15])=[CH:11][CH:10]=2)[CH:3]=1.[CH2:16]([C:18]1[CH:23]=[CH:22][C:21]([N:24]=[C:25]=[O:26])=[CH:20][CH:19]=1)[CH3:17]>>[CH2:16]([C:18]1[CH:23]=[CH:22][C:21]([NH:24][C:25]([NH:15][C:12]2[CH:13]=[CH:14][C:9]([O:8][C:4]3[CH:3]=[C:2]([F:1])[N:7]=[CH:6][N:5]=3)=[CH:10][CH:11]=2)=[O:26])=[CH:20][CH:19]=1)[CH3:17]. Procedure details: The title compound is prepared as described in Example 102 but using 4-(6-fluoro-pyrimidin-4-yloxy)-phenylamine (Example 111) and 4-ethyl-phenyl-isocyanate. The reaction mixture is stirred for 4 h. The title compound is obtained as a white solid: ES-MS: 353.0 [M+H]+; single peak at tR=8.61 min (System 2); Rf=0.14 (CH2Cl2/Et2O, 90/10).